This data is from the Open Reaction Database (ORD), a public repository of structured organic reaction records. The task is: describe an organic reaction: reactants, conditions, products, and yield As a reaction SMILES: [CH3:15][O:16][C:17]([CH2:18][CH2:19][CH:20]1[CH2:21][C:22](=[O:28])[CH2:23][C:24]([CH3:26])([CH3:27])[CH2:25]1)([CH3:29])[CH3:30].[CH:1]([BH-:2]([CH:3]([CH2:4][CH3:5])[CH3:6])[CH:7]([CH2:8][CH3:9])[CH3:10])([CH2:11][CH3:12])[CH3:13].[Li+:14].[O:31]1[CH2:32][CH2:33][CH2:34][CH2:35]1>>[CH3:15][O:16][C:17]([CH2:18][CH2:19][CH:20]1[CH2:21][CH:22]([OH:28])[CH2:23][C:24]([CH3:26])([CH3:27])[CH2:25]1)([CH3:29])[CH3:30]. Starting materials: COC(C)(C)CCC1CC(=O)CC(C)(C)C1, CCC(C)[BH-](C(C)CC)C(C)CC, [Li+], C1CCOC1. Yields the product COC(C)(C)CCC1CC(O)CC(C)(C)C1. The reactants are C(=O)([O-])[O-].[Na+].[Na+] (Na2CO3), Pd(Ph3)4, OC1=C(C=C(C=C1Br)C)C(C)=O (2′-Hydroxy-3′-bromo-5′methylacetophenone), C1(=CC=CC=C1)B(O)O (phenylboronic acid). Solvent: O (water), COCCOC (DME). Conditions: temperature 75 celsius. The product is OC1=C(C=C(C=C1C1=CC=CC=C1)C)C(C)=O (2′-Hydroxy-3′-phenyl-5′methylacetophenone). The yield is 71.8%. RXN SMILES: [OH:1][C:2]1[C:7](Br)=[CH:6][C:5]([CH3:9])=[CH:4][C:3]=1[C:10](=[O:12])[CH3:11].[C:13]1(B(O)O)[CH:18]=[CH:17][CH:16]=[CH:15][CH:14]=1.C([O-])([O-])=O.[Na+].[Na+]>COCCOC.O>[OH:1][C:2]1[C:7]([C:13]2[CH:18]=[CH:17][CH:16]=[CH:15][CH:14]=2)=[CH:6][C:5]([CH3:9])=[CH:4][C:3]=1[C:10](=[O:12])[CH3:11] |f:2.3.4|. Reported procedure: 2′-Hydroxy-3′-bromo-5′methylacetophenone 233 (0.46 g, 2 mmol) and phenylboronic acid (0.24 g, 1 eq.) are dissolved in DME (10 ml) and placed under a nitrogen atmosphere. Na2CO3 (0.50 g, 3 eq.) in water (10 ml) is added, followed by Pd(Ph3)4 (0.12 g, 0.05 eq.) and the reaction mixture heated to 75° C. for 12-18 h. Most of the DME is removed in vacuo and the reaction mixture is diluted with ether, washed with water, brine, and dried (MgSO4), and concentrated in vacuo to give an oil. Purification b...